From a dataset of the Open Reaction Database (ORD), a public repository of structured organic reaction records. describe an organic reaction: reactants, conditions, products, and yield Reactants: C1C=C(C2=CC=CC=C12)CCO (indene-3-ethanol), C(CCC(=O)C)(=O)O (levulinic acid), B(F)(F)F.CCOCC (boron trifluoride etherate), alkali-aluminum silicate. The solvent is C1=CC=CC=C1 (benzene). Run at time 2 hour. Yields the product CC1(OCCC2=C1CC=1C=CC=CC12)CCC(=O)O (1-Methyl-1,3,4,9-tetrahydroindeno[2,1-c]pyran-1-propionic acid). As a reaction SMILES: [CH2:1]1[C:9]2[C:4](=[CH:5][CH:6]=[CH:7][CH:8]=2)[C:3]([CH2:10][CH2:11][OH:12])=[CH:2]1.[C:13]([OH:20])(=[O:19])[CH2:14][CH2:15][C:16]([CH3:18])=O.B(F)(F)F.CCOCC>C1C=CC=CC=1>[CH3:18][C:16]1([CH2:15][CH2:14][C:13]([OH:20])=[O:19])[C:2]2[CH2:1][C:9]3[CH:8]=[CH:7][CH:6]=[CH:5][C:4]=3[C:3]=2[CH2:10][CH2:11][O:12]1 |f:2.3|. Procedure details: A mixture of indene-3-ethanol (15 g), dry benzene (300 ml), levulinic acid (22.6 g), boron trifluoride etherate (3 ml) and hydrated alkali-aluminum silicate (Molecular Sieves No. 4) is stirred at ambient temperature for 2 hr. Reactants: FC(C=1C=C(CN(C=2N=NN(N2)C)CC2=C(C=CC(=C2)C(F)(F)F)C(CC2CCCC2)O)C=C(C1)C(F)(F)F)(F)F (1-(2-(((3,5-bis(trifluoromethyl)benzyl)(2-methyl-2H-tetrazol-5-yl)amino)methyl)-4-(trifluoromethyl)phenyl)-2-cyclopentylethanol), FC(C=1C=C(CNC=2N=NN(N2)C)C=C(C1)C(F)(F)F)(F)F (N-(3,5-bis(trifluoromethyl)benzyl)-2-methyl-2H-tetrazol-5-amine), FC(C1=CC=C(C#N)C=C1)(F)F (4-(trifluoromethyl)benzonitrile), Grignard reagent, COC (methyl ether), CI (methyl iodide). Yields the product FC(C=1C=C(CN(C=2N=NN(N2)C)CC2=C(C=CC(=C2)C(F)(F)F)C(CC2CCCC2)OC)C=C(C1)C(F)(F)F)(F)F ((3,5-Bis-trifluoromethyl-benzyl)-[2-(2-cyclopentyl-1-methoxy-ethyl)-5-trifluoromethyl-benzyl]-(2-methyl-2H-tetrazol-5-yl)-amine). Reaction SMILES: [F:1][C:2]([F:41])([F:40])[C:3]1[CH:4]=[C:5]([CH:33]=[C:34]([C:36]([F:39])([F:38])[F:37])[CH:35]=1)[CH2:6][N:7]([CH2:14][C:15]1[CH:20]=[C:19]([C:21]([F:24])([F:23])[F:22])[CH:18]=[CH:17][C:16]=1[CH:25]([OH:32])[CH2:26][CH:27]1[CH2:31][CH2:30][CH2:29][CH2:28]1)[C:8]1[N:9]=[N:10][N:11]([CH3:13])[N:12]=1.[CH3:42]OC.CI.FC(F)(F)C1C=C(C=C(C(F)(F)F)C=1)CNC1N=NN(C)N=1.FC(F)(F)C1C=CC(C#N)=CC=1>>[F:39][C:36]([F:37])([F:38])[C:34]1[CH:33]=[C:5]([CH:4]=[C:3]([C:2]([F:1])([F:40])[F:41])[CH:35]=1)[CH2:6][N:7]([CH2:14][C:15]1[CH:20]=[C:19]([C:21]([F:24])([F:23])[F:22])[CH:18]=[CH:17][C:16]=1[CH:25]([O:32][CH3:42])[CH2:26][CH:27]1[CH2:31][CH2:30][CH2:29][CH2:28]1)[C:8]1[N:9]=[N:10][N:11]([CH3:13])[N:12]=1. Reported procedure: 1-(2-(((3,5-bis(trifluoromethyl)benzyl)(2-methyl-2H-tetrazol-5-yl)amino)methyl)-4-(trifluoromethyl)phenyl)-2-cyclopentylethanol was converted to the methyl ether with methyl iodide using a procedure analogous to that used for the preparation of N-(2-(cyclohexyl(methoxy)methyl)-5-trifluoromethyl)benzyl)-N-(3,5-bis(trifluoromethyl)benzyl)-2-methyl-2H-tetrazol-5-amine. LC-MS Calc. 609.5, found 610.5 (M+H). Examples 71-73 were prepared by an analogous series of reactions from 2-((3,5-bis(trifluorome... Reactants: C(C)OC(C1=CC(=CC=C1)C=1C=CC2=C(C(=NO2)NCC(C)(C)C)C1)=O (ethyl-3-(3-(neopentylamino)benzo[d]isoxazol-5-yl)benzoate), [Li+].[OH-] (LiOH). Run in CO (methanol). Reaction conditions: time 15 hour. The product is C(C(C)(C)C)NC1=NOC2=C1C=C(C=C2)C=2C=C(C(=O)O)C=CC2 (3-(3-(neopentylamino)benzo[d]isoxazol-5-yl)benzoic acid). Yield: 97.1%. Reaction SMILES: C([O:3][C:4](=[O:26])[C:5]1[CH:10]=[CH:9][CH:8]=[C:7]([C:11]2[CH:12]=[CH:13][C:14]3[O:18][N:17]=[C:16]([NH:19][CH2:20][C:21]([CH3:24])([CH3:23])[CH3:22])[C:15]=3[CH:25]=2)[CH:6]=1)C.[Li+].[OH-]>CO>[CH2:20]([NH:19][C:16]1[C:15]2[CH:25]=[C:11]([C:7]3[CH:6]=[C:5]([CH:10]=[CH:9][CH:8]=3)[C:4]([OH:26])=[O:3])[CH:12]=[CH:13][C:14]=2[O:18][N:17]=1)[C:21]([CH3:24])([CH3:23])[CH3:22] |f:1.2|. Procedure details: A solution of ethyl-3-(3-(neopentylamino)benzo[d]isoxazol-5-yl)benzoate (0.38 g, 1.08 mmol, 1 equiv.) in methanol (4 mL) was cooled to 0° C. and an aqueous solution LiOH*H2O (0.16 g, 2.16 mmol, 2 equiv./in H2O (1.5 mL)) added slowly. The reaction mixture was stirred for 15 h at RT and subsequently concentrated in a vacuum. The residue was absorbed in EtOAc (100 mL), washed with 10% aq. citric acid sol. (2×20 mL), dried (MgSO4) and the solvent removed in a vacuum. The desired product (0.34 g, 97%...